Dataset: the Open Reaction Database (ORD), a public repository of structured organic reaction records. Task: describe an organic reaction: reactants, conditions, products, and yield Reactants: ClC1=C2C(=NC=C1COC(CN1C=NC=C1)C1=CC=C(C=C1)Cl)N(N=C2C)CC (4-chloro-5-[[1-(4-chlorophenyl)-2-(1H-imidazol-1-yl)ethoxy]methyl]-1-ethyl-3-methyl-1H-pyrazolo[3,4-b]pyridine), alcohol, Cl (hydrochloric acid). Solvent: CCOCC (ether). Reaction conditions: time 8 hour. Yields the product Cl.ClC1=C2C(=NC=C1COC(CN1C=NC=C1)C1=CC=C(C=C1)Cl)N(N=C2C)CC (4-Chloro-5-[[1-(4-chlorophenyl)-2-(1H-imidazol-1-yl)ethoxy]methyl]-1-ethyl-3-methyl-1H-pyrazolo[3,4-b]pyridine, hydrochloride). As a reaction SMILES: [Cl:1][C:2]1[C:7]([CH2:8][O:9][CH:10]([C:17]2[CH:22]=[CH:21][C:20]([Cl:23])=[CH:19][CH:18]=2)[CH2:11][N:12]2[CH:16]=[CH:15][N:14]=[CH:13]2)=[CH:6][N:5]=[C:4]2[N:24]([CH2:28][CH3:29])[N:25]=[C:26]([CH3:27])[C:3]=12.Cl>CCOCC>[ClH:1].[Cl:1][C:2]1[C:7]([CH2:8][O:9][CH:10]([C:17]2[CH:22]=[CH:21][C:20]([Cl:23])=[CH:19][CH:18]=2)[CH2:11][N:12]2[CH:16]=[CH:15][N:14]=[CH:13]2)=[CH:6][N:5]=[C:4]2[N:24]([CH2:28][CH3:29])[N:25]=[C:26]([CH3:27])[C:3]=12 |f:3.4|. Reported procedure: To 5.4 g. of this product, 4-chloro-5-[[1-(4-chlorophenyl)-2-(1H-imidazol-1-yl)ethoxy]methyl]-1-ethyl-3-methyl-1H-pyrazolo[3,4-b]pyridine dissolved in 15 ml. of absolute alcohol and 5 ml. of alcoholic hydrochloric acid (184 g. HCl/l) by slight warming, are added 120 ml. of ether. The precipitated hydrochloride is filtered off after standing overnight, washed with a mixture of ether and alcohol (5:1) and dried, yield 6.3 g. (100%); m.p. 184°-185°. Starting materials: aqueous solution, COC1=CC(=C(C=C1)C1=NC=CC=C1)[N+](=O)[O-] (2-(4-methoxy-2-nitrophenyl)pyridine), stannous chloride dihydrate, Cl (hydrochloric acid), [OH-].[Na+] (sodium hydroxide). Run in C(C)O (ethanol). Conditions: temperature 100 celsius, time 3 hour. Product: NC1=C(C=CC(=C1)OC)C1=NC=CC=C1 (2-(2-amino-4-methoxyphenyl)pyridine). Yield: 68.2%. As a reaction SMILES: [CH3:1][O:2][C:3]1[CH:8]=[CH:7][C:6]([C:9]2[CH:14]=[CH:13][CH:12]=[CH:11][N:10]=2)=[C:5]([N+:15]([O-])=O)[CH:4]=1.Cl.[OH-].[Na+]>C(O)C>[NH2:15][C:5]1[CH:4]=[C:3]([O:2][CH3:1])[CH:8]=[CH:7][C:6]=1[C:9]1[CH:14]=[CH:13][CH:12]=[CH:11][N:10]=1 |f:2.3|. Procedure details: 1.63 g of 2-(4-methoxy-2-nitrophenyl)pyridine was dissolved in 14 ml of ethanol, and 8 g of stannous chloride dihydrate and 5.7 ml of concentrated hydrochloric acid were added. The mixture was stirred at a bath temperature of 100° C. for 3 hours. After cooling, the reaction mixture was made alkaline with a 50% aqueous solution of sodium hydroxide and extracted with benzene. The solvent was evaporated. The resulting dark brown oil was subjected to silica gel column chromatography and the column w... Reactants: Nc1c(F)cc(Cl)cc1Br, [C-]#N, ClCCl, F[B-](F)(F)F, [K+], N#[O+], O, O, O, O, O, O, O=S(=O)(O)O. Product: N#Cc1c(F)cc(Cl)cc1Br. Reaction SMILES: [Br:1][c:2]1[c:3]([NH2:10])[c:4]([F:9])[cH:5][c:6]([Cl:8])[cH:7]1.[C-:18]#[N:19].[Cl:32][CH2:33][Cl:34].[F:11][B-:12]([F:13])([F:14])[F:15].[K+:20].[N:16]#[O+:17].[OH2:21].[OH2:22].[OH2:23].[OH2:24].[OH2:25].[OH2:26].[S:27]([OH:28])([OH:29])(=[O:30])=[O:31]>>[Br:1][c:2]1[c:3]([C:18]#[N:19])[c:4]([F:9])[cH:5][c:6]([Cl:8])[cH:7]1. The reactants are O=C(Nc1cc([N+](=O)[O-])ccc1SCc1ccccc1)C(F)(F)F, CO, N. Yields the product Nc1cc([N+](=O)[O-])ccc1SCc1ccccc1. As a reaction SMILES: [CH2:1]([c:2]1[cH:3][cH:4][cH:5][cH:6][cH:7]1)[S:8][c:9]1[c:10]([NH:18][C:19](=[O:20])[C:21]([F:22])([F:23])[F:24])[cH:11][c:12]([N+:15](=[O:16])[O-:17])[cH:13][cH:14]1.[CH3:26][OH:27].[NH3:25]>>[CH2:1]([c:2]1[cH:3][cH:4][cH:5][cH:6][cH:7]1)[S:8][c:9]1[c:10]([NH2:18])[cH:11][c:12]([N+:15](=[O:16])[O-:17])[cH:13][cH:14]1. Starting materials: C(C)(=O)SCC(COCC1=CC=CC=C1)OC (1-acetylthio-3-benzyloxy-2-methoxypropane), C[O-].[Na+] (sodium methoxide), O (water), CS(=O)(=O)O (methanesulfonic acid). The solvent is CO (methanol), CO (methanol), C(C)(=O)OCC (ethyl acetate). Conditions: time 2 hour. The product is C(C1=CC=CC=C1)OCC(CSO)OC (3-benzyloxy-2-methoxypropylthioalcohol). Reaction SMILES: C([S:4][CH2:5][CH:6]([O:16][CH3:17])[CH2:7][O:8][CH2:9][C:10]1[CH:15]=[CH:14][CH:13]=[CH:12][CH:11]=1)(=O)C.C[O-].[Na+].CS(O)(=O)=[O:23].O>CO.C(OCC)(=O)C>[CH2:9]([O:8][CH2:7][CH:6]([O:16][CH3:17])[CH2:5][S:4][OH:23])[C:10]1[CH:15]=[CH:14][CH:13]=[CH:12][CH:11]=1 |f:1.2|. Reported procedure: To a solution of 14.028 g (55 mM) of acetylthio-3-benzyloxy-2-methoxypropane VII 6 in 300 ml of methanol is added dropwise 11.24 ml (58.3 mM) of 28 weight % solution of sodium methoxide in methanol at -10° C. After the mixture is stirred at -10° C. to 0° C. for 2 hours, 3.58 ml of methanesulfonic acid is added. The reaction mixture is poured into water and the product is isolated by ethyl acetate extraction. The ethyl acetate layer is washed with water, dried, and evaporated. The oily residue is...